Dataset: the Open Reaction Database (ORD), a public repository of structured organic reaction records. Task: describe an organic reaction: reactants, conditions, products, and yield Starting materials: [N+](=O)([O-])C1=CC=CC=C1 (4-nitrobenzene), CC=1C=C(C=CC1)B(O)O (3-methylphenylboronic acid), K2CO3.1.5H2O. The reagents and catalysts are CC(=O)[O-].CC(=O)[O-].[Pd+2] (Pd(OAc)2). Solvent: CC(=O)C (acetone), O (water). Product: [N+](=O)([O-])C1=CC=C(C=C1)C1=CC(=CC=C1)C (4-Nitro-3'-methylbiphenyl). Yield: 84.9%. Reaction SMILES: [N+:1]([C:4]1[CH:9]=[CH:8][CH:7]=[CH:6][CH:5]=1)([O-:3])=[O:2].[CH3:10][C:11]1[CH:12]=[C:13](B(O)O)[CH:14]=[CH:15][CH:16]=1>CC(C)=O.O.CC([O-])=O.CC([O-])=O.[Pd+2]>[N+:1]([C:4]1[CH:9]=[CH:8][C:7]([C:15]2[CH:14]=[CH:13][CH:12]=[C:11]([CH3:10])[CH:16]=2)=[CH:6][CH:5]=1)([O-:3])=[O:2] |f:4.5.6|. Procedure details: To a mixture of 4-nitrobenzene (3.0 g, 14.8 mmol) and 3-methylphenylboronic acid (2.06 g, 15.1 mmol) in 35 mL of acetone and 40 mL of water was added K2CO3.1.5H2O (5.93 g, 37.5 mmol) and Pd(OAc)2 (101 mg, 0.50 mmol). The deep black mixture was refluxed for 6 hr and then cooled. The mixture was extracted with ether and the organic layer was passed through a layer of celite. The pale yellow solution was dried over Na2SO4 and evaporated to dryness. The residue was recrystallized from hot methanol t... Reactants: CCOC(=O)C1(S(=O)(=O)c2ccc(Oc3ccc(Cl)cc3)cc2)CCN(Cc2ccccc2)CC1, [Na+], [OH-]. Yields the product O=C(O)C1(S(=O)(=O)c2ccc(Oc3ccc(Cl)cc3)cc2)CCN(Cc2ccccc2)CC1. Reaction SMILES: [CH2:1]([CH3:2])[O:3][C:4](=[O:5])[C:6]1([S:19](=[O:20])(=[O:21])[c:22]2[cH:23][cH:24][c:25]([O:28][c:29]3[cH:30][cH:31][c:32]([Cl:35])[cH:33][cH:34]3)[cH:26][cH:27]2)[CH2:7][CH2:8][N:9]([CH2:12][c:13]2[cH:14][cH:15][cH:16][cH:17][cH:18]2)[CH2:10][CH2:11]1.[Na+:37].[OH-:36]>>[O:3]=[C:4]([OH:5])[C:6]1([S:19](=[O:20])(=[O:21])[c:22]2[cH:23][cH:24][c:25]([O:28][c:29]3[cH:30][cH:31][c:32]([Cl:35])[cH:33][cH:34]3)[cH:26][cH:27]2)[CH2:7][CH2:8][N:9]([CH2:12][c:13]2[cH:14][cH:15][cH:16][cH:17][cH:18]2)[CH2:10][CH2:11]1.